Dataset: the Open Reaction Database (ORD), a public repository of structured organic reaction records. Task: describe an organic reaction: reactants, conditions, products, and yield The reactants are COC(C1=CN=C(C=C1)NC(COC1N(C(C(=C1C)C)=O)CC1=CC=C(C=C1)OC)=O)=O (6-{2-[1-(4-Methoxybenzyl)-3,4-dimethyl-5-oxo-2,5-dihydro-1H-pyrrol-2-yloxy]-acetylamino}-nicotinic acid methyl ester), CC=1C=CC(=NC1)N (5-methylpyridin-2-ylamine). The product is COC1=CC=C(CN2C(C(=C(C2=O)C)C)OCC(=O)NC2=NC=C(C=C2)C)C=C1 (2-[1-(4-Methoxy-benzyl)-3,4-dimethyl-5-oxo-2,5-dihydro-1H-pyrrol-2-yloxy]-N-(5-methyl-pyridin-2-yl)-acetamide). As a reaction SMILES: CO[C:3](=O)[C:4]1[CH:9]=[CH:8][C:7]([NH:10][C:11](=[O:31])[CH2:12][O:13][CH:14]2[C:18]([CH3:19])=[C:17]([CH3:20])[C:16](=[O:21])[N:15]2[CH2:22][C:23]2[CH:28]=[CH:27][C:26]([O:29][CH3:30])=[CH:25][CH:24]=2)=[N:6][CH:5]=1.CC1C=CC(N)=NC=1>>[CH3:30][O:29][C:26]1[CH:25]=[CH:24][C:23]([CH2:22][N:15]2[C:16](=[O:21])[C:17]([CH3:20])=[C:18]([CH3:19])[CH:14]2[O:13][CH2:12][C:11]([NH:10][C:7]2[CH:8]=[CH:9][C:4]([CH3:3])=[CH:5][N:6]=2)=[O:31])=[CH:28][CH:27]=1. Procedure details: The product from Example 27, Part B (100 mg, 0.3 mmol) and 5-methylpyridin-2-ylamine (71 mg, 0.66 mmol) were reacted as described in Example 5. After evaporation of the reaction solvent the residue was partitioned between water and EtOAc, and the organic phase was washed with EtOAc. The combined organics were washed with brine, dried (Na2SO4), filtered, and evaporated. The title compound was obtained as a white solid by silica gel chromatography. 1H NMR (300 MHz, CDCl3) δ 8.68 (br s, 1H), 8.14 (... Starting materials: C(C1=CC=CC=C1)(=O)C=1C=C(C=CC1)C=CCC(=O)OCC (ethyl 4-(m-benzoyl-phenyl)-3-butenoate), C(C)O (ethanol), C(C)O (ethanol), [OH-].[K+] (potassium hydroxide). Run in O (water). The product is C(C1=CC=CC=C1)(=O)C=1C=C(C=CC1)C=CCC(=O)O (4-(m-benzoyl-phenyl)-3-butenoic acid). The yield is 66.7%. As a reaction SMILES: [C:1]([C:9]1[CH:10]=[C:11]([CH:15]=[CH:16][CH2:17][C:18]([O:20]CC)=[O:19])[CH:12]=[CH:13][CH:14]=1)(=[O:8])[C:2]1[CH:7]=[CH:6][CH:5]=[CH:4][CH:3]=1.C(O)C.[OH-].[K+]>O>[C:1]([C:9]1[CH:10]=[C:11]([CH:15]=[CH:16][CH2:17][C:18]([OH:20])=[O:19])[CH:12]=[CH:13][CH:14]=1)(=[O:8])[C:2]1[CH:3]=[CH:4][CH:5]=[CH:6][CH:7]=1 |f:2.3|. Procedure: A mixture of 275 mg of ethyl 4-(m-benzoyl-phenyl)-3-butenoate, 2.75 ml of ethanol, 0.275 ml of ethanol, 0.275 ml of water and 0.08 ml of 12.5N potassium hydroxide was refluxed for 30 minutes and then was evaporated to dryness. The residue was dissolved in 10 ml of water and the solution was treated with activated carbon, and filtered. 3 ml of N hydrochloric acid were added thereto and the mixture was extracted with methylene chloride. The organic phase was washed with water, dried over sodium su...